This data is from the Open Reaction Database (ORD), a public repository of structured organic reaction records. The task is: describe an organic reaction: reactants, conditions, products, and yield The reactants are CC(=O)O, CCO, CCOC(C)=O, NN, O, O, CN(C)C(=O)c1cccc([N+](=O)[O-])c1O. Product: CN(C)C(=O)c1cccc(N)c1O. Reaction SMILES: [C:22]([OH:23])(=[O:24])[CH3:25].[CH3:19][CH2:20][OH:21].[CH3:27][CH2:28][O:29][C:30]([CH3:31])=[O:32].[NH2:17][NH2:18].[OH2:16].[OH2:26].[OH:1][c:2]1[c:3]([C:4](=[O:5])[N:6]([CH3:7])[CH3:8])[cH:9][cH:10][cH:11][c:12]1[N+:13]([O-:14])=[O:15]>>[OH:1][c:2]1[c:3]([C:4](=[O:5])[N:6]([CH3:7])[CH3:8])[cH:9][cH:10][cH:11][c:12]1[NH2:13].